describe an organic reaction: reactants, conditions, products, and yield From a dataset of the Open Reaction Database (ORD), a public repository of structured organic reaction records. The reactants are COC(=O)C=1C(=NC(=NC1CC)SC)C1=CC(=CC(=C1)Cl)Cl (4-(3,5-dichlorophenyl)-6-ethyl-2-(methylthio)-pyrimidine-5-carboxylic acid methylester), O.[OH-].[Li+] (lithium hydroxide monohydrate). Solvent: C1CCOC1 (THF), O (water), C(C)(=O)OCC (ethyl acetate), O (water). Reaction conditions: temperature 80 celsius, time 12 hour. Yields the product ClC=1C=C(C=C(C1)Cl)C1=NC(=NC(=C1C(=O)O)CC)SC (4-(3,5-dichlorophenyl)-6-ethyl-2-(methylthio)-pyrimidine-5-carboxylic acid). As a reaction SMILES: C[O:2][C:3]([C:5]1[C:6]([C:15]2[CH:20]=[C:19]([Cl:21])[CH:18]=[C:17]([Cl:22])[CH:16]=2)=[N:7][C:8]([S:13][CH3:14])=[N:9][C:10]=1[CH2:11][CH3:12])=[O:4].O.[OH-].[Li+]>C1COCC1.O.C(OCC)(=O)C>[Cl:22][C:17]1[CH:16]=[C:15]([C:6]2[C:5]([C:3]([OH:4])=[O:2])=[C:10]([CH2:11][CH3:12])[N:9]=[C:8]([S:13][CH3:14])[N:7]=2)[CH:20]=[C:19]([Cl:21])[CH:18]=1 |f:1.2.3|. Procedure: 274 mg (0.768 mmol) of 4-(3,5-dichlorophenyl)-6-ethyl-2-(methylthio)-pyrimidine-5-carboxylic acid methylester was dissolved in 5 ml of THF and 5 ml of water. 33.7 mg (0.922 mmol) of lithium hydroxide monohydrate was added and stirred at 80° C. for 12 hours. 10 ml of water was added thereto and the organic layer was batched off. The obtained aqueous layer was diluted with ethyl acetate and washed with 5 ml of 3 N hydrochloric acid and then with 5 ml of saturated aqueous sodium chloride solution. ... Reactants: S(=O)(Cl)Cl (Thionyl chloride), CO (methanol), COC1=CC=CC2=C1OC(=C2)C(=O)O (7-Methoxybenzo(b)furan-2-carboxylic acid). Product: COC1=CC=CC2=C1OC(=C2)C(=O)OC (methyl 7-methoxybenzo(b)furan-2-carboxylate). As a reaction SMILES: S(Cl)(Cl)=O.[CH3:5][O:6][C:7]1[C:12]2[O:13][C:14]([C:16]([OH:18])=[O:17])=[CH:15][C:11]=2[CH:10]=[CH:9][CH:8]=1.[CH3:19]O>>[CH3:5][O:6][C:7]1[C:12]2[O:13][C:14]([C:16]([O:18][CH3:19])=[O:17])=[CH:15][C:11]=2[CH:10]=[CH:9][CH:8]=1. Procedure: Thionyl chloride (10 ml) was added dropwise to methanol (100 ml) with stirring under ice-cooling. 7-Methoxybenzo(b)furan-2-carboxylic acid (10 g) was successively added, and the mixture was refluxed under heating for 1 hr. After cooling, the solvent was evaporated under reduced pressure and the precipitated yellow crystals were collected by filtration to give methyl 7-methoxybenzo(b)furan-2-carboxylate (11.2 g). This was used in the next reaction without purification. Acetone oxime (4.8 g) was d... The reactants are O1CCCC1 (tetrahydrofuran), ClC1=CN=C2CCC(N(C2=C1)C1CCN(CC1)C(=O)OC(C)(C)C)=O (tert-butyl 4-(7-chloro-2-oxo-3,4-dihydro-1,5-naphthyridin-1(2H)-yl)piperidine-1-carboxylate), O1CCCC1 (tetrahydrofuran), C[Si]([N-][Si](C)(C)C)(C)C.[Li+] (lithium hexamethyldisilazide), O1CCCC1 (tetrahydrofuran), CI (methyl iodide). The solvent is O (water), C(C)(=O)OCC (ethyl acetate). Conditions: time 30 minute. Yields the product ClC1=CN=C2CC(C(N(C2=C1)C1CCN(CC1)C(=O)OC(C)(C)C)=O)C (tert-butyl 4-(7-chloro-3-methyl-2-oxo-3,4-dihydro-1,5-naphthyridin-1(2H)-yl)piperidine-1-carboxylate). As a reaction SMILES: O1CCC[CH2:2]1.[Cl:6][C:7]1[CH:16]=[C:15]2[C:10]([CH2:11][CH2:12][C:13](=[O:30])[N:14]2[CH:17]2[CH2:22][CH2:21][N:20]([C:23]([O:25][C:26]([CH3:29])([CH3:28])[CH3:27])=[O:24])[CH2:19][CH2:18]2)=[N:9][CH:8]=1.C[Si](C)(C)[N-][Si](C)(C)C.[Li+].CI>O.C(OCC)(=O)C>[Cl:6][C:7]1[CH:16]=[C:15]2[C:10]([CH2:11][CH:12]([CH3:2])[C:13](=[O:30])[N:14]2[CH:17]2[CH2:22][CH2:21][N:20]([C:23]([O:25][C:26]([CH3:27])([CH3:29])[CH3:28])=[O:24])[CH2:19][CH2:18]2)=[N:9][CH:8]=1 |f:2.3|. Procedure: To a tetrahydrofuran solution (195 ml) of tert-butyl 4-(7-chloro-2-oxo-3,4-dihydro-1,5-naphthyridin-1(2H)-yl)piperidine-1-carboxylate (13.0 g) was added dropwise at −78° C. a tetrahydrofuran solution (1 M, 39.1 ml) of lithium hexamethyldisilazide. After stirring at the same temperature for 30 minutes, a tetrahydrofuran solution (65 ml) of methyl iodide (2.65 ml) was added dropwise. After stirring at the same temperature for 10 minutes and under ice cooling for 1 hour, ethyl acetate and water wer... Reactants: solution, CC(C)([O-])C.[K+] (potassium tert. butoxide), COC(N(C)C)OC (N,N-dimethylformamide dimethyl acetal), COC(CC(=O)C1=CC(=C(C(=C1)C(C)(C)C)O)C(C)(C)C)=O (3-(3,5-di-tert-butyl-4-hydroxy-phenyl)-3-oxo-propanoic acid methyl ester), S(=O)(=O)(O)O.CN(C(=N)N)C (1,1-dimethylguanidine sulfate). Solvent: C(C)(C)(C)O (tert. butanol), C(C)(=O)OCC (ethyl acetate), O (water), C1(=CC=CC=C1)C (toluene). Run at temperature 80 celsius, time 2.5 hour. The product is CNC(=O)C=1C(=NC(=NC1)N(C)C)C1=CC(=C(C(=C1)C(C)(C)C)O)C(C)(C)C (4-(3,5-di-tert-butyl-4-hydroxy-phenyl)-2-dimethylamino-pyrimidine-5-carboxylic Acid Methylamide). Isolated yield 45.0%. Reaction SMILES: CO[C:3](=O)[CH2:4][C:5]([C:7]1[CH:12]=[C:11]([C:13]([CH3:16])([CH3:15])[CH3:14])[C:10]([OH:17])=[C:9]([C:18]([CH3:21])([CH3:20])[CH3:19])[CH:8]=1)=O.CO[CH:25]([O:29]C)[N:26]([CH3:28])C.S(O)(O)(=O)=O.[CH3:36][N:37]([CH3:41])[C:38]([NH2:40])=[NH:39].CC(C)([O-])C.[K+]>C(O)(C)(C)C.O.C(OCC)(=O)C.C1(C)C=CC=CC=1>[CH3:28][NH:26][C:25]([C:4]1[C:5]([C:7]2[CH:8]=[C:9]([C:18]([CH3:19])([CH3:20])[CH3:21])[C:10]([OH:17])=[C:11]([C:13]([CH3:16])([CH3:15])[CH3:14])[CH:12]=2)=[N:39][C:38]([N:37]([CH3:41])[CH3:36])=[N:40][CH:3]=1)=[O:29] |f:2.3,4.5|. Reported procedure: A 50-mL round bottom flask was charged with 3-(3,5-di-tert-butyl-4-hydroxy-phenyl)-3-oxo-propanoic acid methyl ester (2.69 g, 8.8 .mmol) and toluene (18 mL). The mixture was warmed to give a solution, then N,N-dimethylformamide dimethyl acetal (1.46 mL, 11 mmol) was added while the solution was still hot. The mixture was stirred for 2.5 h then evaporated. The residue was taken up in 2-propanol (28 mL) and 1,1-dimethylguanidine sulfate (1.80 g, 6.6 mmol) was added. The mixture was stirred at room...